This data is from the Open Reaction Database (ORD), a public repository of structured organic reaction records. The task is: describe an organic reaction: reactants, conditions, products, and yield Reactants: ClC1=CC(=C(C=O)C=C1)C (4-chloro-2-methylbenzaldehyde), ClC1=CC(=C(C=C1)C1C2=C(NCCS1)N(N=C2C=2N(N=CC2)CC2=CC=C(C=C2)OC)C)C (4-(4-chloro-2-methyl-phenyl)-3-[2-[(4-methoxyphenyl)methyl]pyrazol-3-yl]-1-methyl-4,6,7,8-tetrahydropyrazolo[3,4-e][1,4]thiazepine), C(CS)(=O)O (thioglycolic acid), [OH-].[Na+] (NaOH), COC1=CC=C(CN2N=CC=C2C(=O)OCC)C=C1 (ethyl 1-(4-methoxybenzyl)-1H-pyrazole-5-carboxylate), CNN (methylhydrazine), FC(C(=O)O)(F)F (trifluoroacetic acid). Reaction conditions: temperature 140 celsius. Yields the product N1N=CC2=C1NCCSC2 (4,6,7,8-tetrahydropyrazolo[3,4-e][1,4]thiazepine). Isolated yield 63.0%. Reaction SMILES: ClC1C=CC([CH:8]2[S:14][CH2:13][CH2:12][NH:11][C:10]3[N:15](C)[N:16]=[C:17](C4N(CC5C=CC(OC)=CC=5)N=CC=4)[C:9]2=3)=C(C)C=1.COC1C=CC(CN2C(C(OCC)=O)=CC=N2)=CC=1.CNN.C(O)(=O)CS.ClC1C=CC(C=O)=C(C)C=1.FC(F)(F)C(O)=O.[OH-].[Na+]>>[NH:15]1[C:10]2[NH:11][CH2:12][CH2:13][S:14][CH2:8][C:9]=2[CH:17]=[N:16]1 |f:6.7|. Reported procedure: To 4-(4-chloro-2-methyl-phenyl)-3-[2-[(4-methoxyphenyl)methyl]pyrazol-3-yl]-1-methyl-4,6,7,8-tetrahydropyrazolo[3,4-e][1,4]thiazepine (0.32 g, 0.67 mmol, prepared using A with ethyl 1-(4-methoxybenzyl)-1H-pyrazole-5-carboxylate (WO2011079076), B with methylhydrazine, C with thioglycolic acid and 4-chloro-2-methylbenzaldehyde (Fluorochem) and D) was added trifluoroacetic acid (5 mL). The resulting mixture was heated, in a sealed microwave vessel, for about 10 min, at about 140° C., in a microwave...